This data is from the Open Reaction Database (ORD), a public repository of structured organic reaction records. The task is: describe an organic reaction: reactants, conditions, products, and yield The reactants are [Li]CCCC, C1CCOC1, C=CC=O, Cc1ccccc1CC(=O)O. The product is C=CC(O)C(C(=O)O)c1ccccc1C. Reaction SMILES: [CH2:12]([Li:13])[CH2:14][CH2:15][CH3:16].[CH2:21]1[O:22][CH2:23][CH2:24][CH2:25]1.[CH:17](=[O:18])[CH:19]=[CH2:20].[c:1]1([CH3:11])[c:2]([CH2:7][C:8](=[O:9])[OH:10])[cH:3][cH:4][cH:5][cH:6]1>>[c:1]1([CH3:11])[c:2]([CH:7]([C:8](=[O:9])[OH:10])[CH:17]([OH:18])[CH:19]=[CH2:20])[cH:3][cH:4][cH:5][cH:6]1. Isolated yield 58.8%. Reaction SMILES: [CH3:1][O:2][C:3]([C:5]1[CH:10]=[CH:9][C:8]([S:11]([N:14]=[C:15]=[O:16])(=[O:13])=[O:12])=[CH:7][CH:6]=1)=[O:4].[NH2:17][C:18]1[CH:26]=[C:25]([Cl:27])[CH:24]=[CH:23][C:19]=1[C:20]([OH:22])=O>>[Cl:27][C:25]1[CH:26]=[C:18]2[C:19]([C:20](=[O:22])[N:14]([S:11]([C:8]3[CH:7]=[CH:6][C:5]([C:3]([O:2][CH3:1])=[O:4])=[CH:10][CH:9]=3)(=[O:13])=[O:12])[C:15](=[O:16])[NH:17]2)=[CH:23][CH:24]=1. Product: ClC1=CC=C2C(N(C(NC2=C1)=O)S(=O)(=O)C1=CC=C(C=C1)C(=O)OC)=O (7-chloro-3-(4-methoxycarbonylbenzenesulfonyl)-2,4(1H,3H)-quinazolinedione). Reactants: COC(=O)C1=CC=C(C=C1)S(=O)(=O)N=C=O (4-methoxycarbonylbenzenesulfonylisocyanate), NC1=C(C(=O)O)C=CC(=C1)Cl (2-amino-4-chlorobenzoic acid). Procedure details: 1.12 g (4.65 mmol) of 4-methoxycarbonylbenzenesulfonylisocyanate and 798 mg (4.65 mmol) of 2-amino-4-chlorobenzoic acid were treated in the same way as in Example 1 to obtain 1.08 g of the above-identified compound (yield 58.9%). Properties: colorless crystal, Melting point: >230° C., PMR (δppm, DMSO-d6): 3.91 (3H,s), 7.13 (1H,s), 7.23 (1H,d), 7.86 (1H,d), 8.20 (2H,d), 8.29 (2H,d), 11.80 (1H,br). Starting materials: Cc1ccc([N+](=O)[O-])cc1, CCOC(C)=O, CS(=O)(=O)O, O, O=S(Cl)Cl. Product: Cc1ccc([N+](=O)[O-])cc1S(C)(=O)=O. Reaction SMILES: [CH3:10][c:11]1[cH:12][cH:13][c:14]([N+:17]([O-:18])=[O:19])[cH:15][cH:16]1.[CH3:21][CH2:22][O:23][C:24](=[O:25])[CH3:26].[CH3:5][S:6]([OH:7])(=[O:8])=[O:9].[OH2:20].[S:1]([Cl:2])([Cl:3])=[O:4]>>[CH3:5][S:6](=[O:7])(=[O:8])[c:16]1[c:11]([CH3:10])[cH:12][cH:13][c:14]([N+:17]([O-:18])=[O:19])[cH:15]1. The reactants are C1(CC1)COC=1C=C(C=CC1OC(F)F)C1=CC(=C(N1)COCC1=CC=C(C=C1)OC)C(=O)OCC (ethyl 5-(3-cyclopropylmethoxy-4-difluoromethoxyphenyl)-2-(4-methoxybenzyloxymethyl)-1H-pyrrol-3-carboxylate), ClCCl (dichloromethane), ClC=1C(C(=C(C(C1Cl)=O)C#N)C#N)=O (2,3-dichloro-5,6-dicyano-1,4-benzoquinone). Solvent: O (water). Conditions: time 3 hour. Product: C1(CC1)COC=1C=C(C=CC1OC(F)F)C1=CC(=C(N1)C=O)C(=O)OCC (Ethyl 5-(3-cyclopropylmethoxy-4-difluoromethoxyphenyl)-2-formyl-1H-pyrrol-3-carboxylate). The yield is 50.9%. RXN SMILES: [CH:1]1([CH2:4][O:5][C:6]2[CH:7]=[C:8]([C:16]3[NH:20][C:19]([CH2:21][O:22]CC4C=CC(OC)=CC=4)=[C:18]([C:32]([O:34][CH2:35][CH3:36])=[O:33])[CH:17]=3)[CH:9]=[CH:10][C:11]=2[O:12][CH:13]([F:15])[F:14])[CH2:3][CH2:2]1.ClCCl.ClC1C(=O)C(C#N)=C(C#N)C(=O)C=1Cl>O>[CH:1]1([CH2:4][O:5][C:6]2[CH:7]=[C:8]([C:16]3[NH:20][C:19]([CH:21]=[O:22])=[C:18]([C:32]([O:34][CH2:35][CH3:36])=[O:33])[CH:17]=3)[CH:9]=[CH:10][C:11]=2[O:12][CH:13]([F:15])[F:14])[CH2:3][CH2:2]1. Reported procedure: To 10.3 g (20.6 mmol) of ethyl 5-(3-cyclopropylmethoxy-4-difluoromethoxyphenyl)-2-(4-methoxybenzyloxymethyl)-1H-pyrrol-3-carboxylate obtained in Reference example 45-(c) were added 100 ml of dichloromethane and 10 ml of water, then, 5.15 g (22.7 mmol) of 2,3-dichloro-5,6-dicyano-1,4-benzoquinone was added to the mixture under ice-cooling, and the mixture was stirred at room temperature for 3 hours. After completion of the reaction, the reaction suspension was filtered through Celite, the filtrat... Reactants: [Br-], C1CCOC1, C1CCOC1, C1CCOC1, C1CCOC1, [Zn+]C1CC1, [Mg+]C1CC1, [Cl-], [Cl-], [Cl-], [Cl-], Clc1ccc(-c2cc(Cl)n3nccc3n2)cc1, [NH4+], [Zn+2], c1ccc(P(c2ccccc2)(c2ccccc2)[Pd](P(c2ccccc2)(c2ccccc2)c2ccccc2)(P(c2ccccc2)(c2ccccc2)c2ccccc2)P(c2ccccc2)(c2ccccc2)c2ccccc2)cc1. Yields the product Clc1ccc(-c2cc(C3CC3)n3nccc3n2)cc1. As a reaction SMILES: [Br-:28].[CH2:125]1[O:126][CH2:127][CH2:128][CH2:129]1.[CH2:23]1[O:24][CH2:25][CH2:26][CH2:27]1.[CH2:33]1[O:34][CH2:35][CH2:36][CH2:37]1.[CH2:40]1[O:41][CH2:42][CH2:43][CH2:44]1.[CH:19]1([Zn+:22])[CH2:20][CH2:21]1.[CH:29]1([Mg+:30])[CH2:31][CH2:32]1.[Cl-:122].[Cl-:124].[Cl-:18].[Cl-:38].[Cl:1][c:2]1[cH:3][c:4](-[c:11]2[cH:12][cH:13][c:14]([Cl:17])[cH:15][cH:16]2)[n:5][c:6]2[n:7]1[n:8][cH:9][cH:10]2.[NH4+:39].[Zn+2:123].[cH:45]1[cH:46][cH:47][c:48]([P:49]([Pd:50]([P:51]([c:52]2[cH:53][cH:54][cH:55][cH:56][cH:57]2)([c:58]2[cH:59][cH:60][cH:61][cH:62][cH:63]2)[c:64]2[cH:65][cH:66][cH:67][cH:68][cH:69]2)([P:70]([c:71]2[cH:72][cH:73][cH:74][cH:75][cH:76]2)([c:77]2[cH:78][cH:79][cH:80][cH:81][cH:82]2)[c:83]2[cH:84][cH:85][cH:86][cH:87][cH:88]2)[P:89]([c:90]2[cH:91][cH:92][cH:93][cH:94][cH:95]2)([c:96]2[cH:97][cH:98][cH:99][cH:100][cH:101]2)[c:102]2[cH:103][cH:104][cH:105][cH:106][cH:107]2)([c:108]2[cH:109][cH:110][cH:111][cH:112][cH:113]2)[c:114]2[cH:115][cH:116][cH:117][cH:118][cH:119]2)[cH:120][cH:121]1>>[c:2]1([CH:19]2[CH2:20][CH2:21]2)[cH:3][c:4](-[c:11]2[cH:12][cH:13][c:14]([Cl:17])[cH:15][cH:16]2)[n:5][c:6]2[n:7]1[n:8][cH:9][cH:10]2.